describe an organic reaction: reactants, conditions, products, and yield From a dataset of the Open Reaction Database (ORD), a public repository of structured organic reaction records. Reactants: BrC=1C(=NC=C(C(=O)O)C1)Cl (5-bromo-6-chloronicotinic acid), FC(CO)F (2,2-difluoroethanol), Amine-1. Product: BrC=1C(=NC=C(C(=O)O)C1)OCC(F)F (5-bromo-6-(2,2-difluoroethoxy)nicotinic acid). Yield: 99.0%. RXN SMILES: [Br:1][C:2]1[C:3](Cl)=[N:4][CH:5]=[C:6]([CH:10]=1)[C:7]([OH:9])=[O:8].[F:12][CH:13]([F:16])[CH2:14][OH:15]>>[Br:1][C:2]1[C:3]([O:15][CH2:14][CH:13]([F:16])[F:12])=[N:4][CH:5]=[C:6]([CH:10]=1)[C:7]([OH:9])=[O:8]. Procedure details: The title compound is prepared in >99% yield (4.7 g, a pale orange solid) from 5-bromo-6-chloronicotinic acid (3.0 g, 12.7 mmol) and 2,2-difluoroethanol (2.1 g, 25.4 mmol) instead of 2,2,2-trifluoroethanol by the similar manner in Step-1 of Amine-1. Reactants: BrC1=C2C(C(N(C2=CC=C1)CC(=O)OCC)=O)(CO)C1=C(C=C(C(=C1)F)F)O (ethyl [4-bromo-3-(4,5-difluoro-2-hydroxyphenyl)-3-(hydroxymethyl)-2-oxo-2,3-dihydro-1H-indol-1-yl]acetate), OC1=C(C=C2CCCC2=C1)C1(C(N(C2=CC=CC=C12)CC(=O)OCC)=O)CO (ethyl [3-(6-hydroxy-2,3-dihydro-1H-inden-5-yl)-3-(hydroxymethyl)-2-oxo-2,3-dihydro-1H-indol-1-yl]acetate). Yields the product BrC1=C2C3(C(N(C2=CC=C1)CC(=O)OCC)=O)COC1=C3C=C(C(=C1)F)F (ethyl (4′-bromo-5,6-difluoro-2′-oxospiro[1-benzofuran-3,3′-indol]-1′(2′H)-yl)acetate). As a reaction SMILES: [Br:1][C:2]1[CH:10]=[CH:9][CH:8]=[C:7]2[C:3]=1[C:4]([C:20]1[CH:25]=[C:24]([F:26])[C:23]([F:27])=[CH:22][C:21]=1O)([CH2:18][OH:19])[C:5](=[O:17])[N:6]2[CH2:11][C:12]([O:14][CH2:15][CH3:16])=[O:13].OC1C=C2C(CCC2)=CC=1C1(CO)C2C(=CC=CC=2)N(CC(OCC)=O)C1=O>>[Br:1][C:2]1[CH:10]=[CH:9][CH:8]=[C:7]2[C:3]=1[C:4]1([C:20]3[CH:25]=[C:24]([F:26])[C:23]([F:27])=[CH:22][C:21]=3[O:19][CH2:18]1)[C:5](=[O:17])[N:6]2[CH2:11][C:12]([O:14][CH2:15][CH3:16])=[O:13]. Reported procedure: Following the procedure as described in EXAMPLE 1.45, and making non-critical variations using ethyl [4-bromo-3-(4,5-difluoro-2-hydroxyphenyl)-3-(hydroxymethyl)-2-oxo-2,3-dihydro-1H-indol-1-yl]acetate to replace ethyl [3-(6-hydroxy-2,3-dihydro-1H-inden-5-yl)-3-(hydroxymethyl)-2-oxo-2,3-dihydro-1H-indol-1-yl]acetate, the title compound was obtained (41%): mp 133-134° C.; 1H NMR (300 MHz, CDCl3) δ 7.26-7.15 (m, 3 H), 6.78-6.58 (m, 2H), 5.08 (d, 1H), 4.91 (d, 1H), 4.63 (d, 1H), 4.35 (d, 1H), 4.24 (... Reactants: C1CCNCC1, COc1ccc(C=O)cc1-c1cccs1, CCO, O=C1Cc2c(CCO)cccc2N1. The product is COc1ccc(C=C2C(=O)Nc3cccc(CCO)c32)cc1-c1cccs1. RXN SMILES: [CH2:29]1[CH2:30][CH2:31][NH:32][CH2:33][CH2:34]1.[CH3:14][O:15][c:16]1[c:17](-[c:24]2[s:25][cH:26][cH:27][cH:28]2)[cH:18][c:19]([CH:20]=[O:21])[cH:22][cH:23]1.[CH3:35][CH2:36][OH:37].[OH:1][CH2:2][CH2:3][c:4]1[c:5]2[c:9]([cH:10][cH:11][cH:12]1)[NH:8][C:7](=[O:13])[CH2:6]2>>[OH:1][CH2:2][CH2:3][c:4]1[c:5]2[c:9]([cH:10][cH:11][cH:12]1)[NH:8][C:7](=[O:13])[C:6]2=[CH:20][c:19]1[cH:18][c:17](-[c:24]2[s:25][cH:26][cH:27][cH:28]2)[c:16]([O:15][CH3:14])[cH:23][cH:22]1. The reactants are C=CC1CCN(C(=O)OC(C)(C)C)C1, C[Si](C)(C)CCN1C(=O)CN(c2ccc(I)cc2OCc2ccccc2)S1(=O)=O. The product is CC(C)(C)OC(=O)N1CCC(C=Cc2ccc(N3CC(=O)N(CC[Si](C)(C)C)S3(=O)=O)c(OCc3ccccc3)c2)C1. As a reaction SMILES: [C:30]([CH3:31])([CH3:32])([CH3:33])[O:34][C:35](=[O:36])[N:37]1[CH2:38][CH:39]([CH:42]=[CH2:43])[CH2:40][CH2:41]1.[CH2:1]([c:2]1[cH:3][cH:4][cH:5][cH:6][cH:7]1)[O:8][c:9]1[c:10]([N:16]2[CH2:17][C:18](=[O:29])[N:19]([CH2:23][CH2:24][Si:25]([CH3:26])([CH3:27])[CH3:28])[S:20]2(=[O:21])=[O:22])[cH:11][cH:12][c:13]([I:15])[cH:14]1>>[CH2:1]([c:2]1[cH:3][cH:4][cH:5][cH:6][cH:7]1)[O:8][c:9]1[c:10]([N:16]2[CH2:17][C:18](=[O:29])[N:19]([CH2:23][CH2:24][Si:25]([CH3:26])([CH3:27])[CH3:28])[S:20]2(=[O:21])=[O:22])[cH:11][cH:12][c:13]([CH:43]=[CH:42][CH:39]2[CH2:38][N:37]([C:35]([O:34][C:30]([CH3:31])([CH3:32])[CH3:33])=[O:36])[CH2:41][CH2:40]2)[cH:14]1.